This data is from the Open Reaction Database (ORD), a public repository of structured organic reaction records. The task is: describe an organic reaction: reactants, conditions, products, and yield The reactants are COC(=O)c1ccc2c(c1)CC(C)(C)C(c1ccccc1NS(C)(=O)=O)N2, CO, [Na+], C1CCOC1, [OH-]. The product is CC1(C)Cc2cc(C(=O)O)ccc2NC1c1ccccc1NS(C)(=O)=O. As a reaction SMILES: [CH3:1][C:2]1([CH3:27])[CH:3]([c:16]2[c:17]([NH:22][S:23](=[O:24])(=[O:25])[CH3:26])[cH:18][cH:19][cH:20][cH:21]2)[NH:4][c:5]2[cH:6][cH:7][c:8]([C:12](=[O:13])[O:14][CH3:15])[cH:9][c:10]2[CH2:11]1.[CH3:30][OH:31].[Na+:29].[O:32]1[CH2:33][CH2:34][CH2:35][CH2:36]1.[OH-:28]>>[CH3:1][C:2]1([CH3:27])[CH:3]([c:16]2[c:17]([NH:22][S:23](=[O:24])(=[O:25])[CH3:26])[cH:18][cH:19][cH:20][cH:21]2)[NH:4][c:5]2[cH:6][cH:7][c:8]([C:12](=[O:13])[OH:14])[cH:9][c:10]2[CH2:11]1.